Task: describe an organic reaction: reactants, conditions, products, and yield. Dataset: the Open Reaction Database (ORD), a public repository of structured organic reaction records Product: CC(=CC#N)C1=CC=C(C=C1)Cl (β-methyl-p-chlorocinnamonitrile). Yield: 151.9%. Reported procedure: p-Chloroacetophenone (31 g.), cyanoacetic acid (25 g.), ammonium acetate (5 g.), glacial acetic acid (5 ml.), and benzene (60 ml.) were refluxed together with water separation for 90 hrs., after which time approximately 9 ml. of water had been collected. Removal of benzene and distillation of the residue gave a fraction, b.p. 115°-125°/1 mm., which was dissolved in chloroform (100 ml.) and washed with saturated sodium hydrogen carbonate solution (50 ml.) and water (50 ml.), and dried over sodium... Starting materials: ClC1=CC=C(C=C1)C(C)=O (p-Chloroacetophenone), C(#N)CC(=O)O (cyanoacetic acid), C(C)(=O)[O-].[NH4+] (ammonium acetate), C(C)(=O)O (acetic acid). Reaction SMILES: [Cl:1][C:2]1[CH:7]=[CH:6][C:5]([C:8](=O)[CH3:9])=[CH:4][CH:3]=1.[C:11](CC(O)=O)#[N:12].[C:17]([O-])(=O)C.[NH4+].C(O)(=O)C>C(Cl)(Cl)Cl.O.C1C=CC=CC=1>[CH3:17][C:8]([C:5]1[CH:6]=[CH:7][C:2]([Cl:1])=[CH:3][CH:4]=1)=[CH:9][C:11]#[N:12] |f:2.3|. Run in C(Cl)(Cl)Cl (chloroform), O (water), C1=CC=CC=C1 (benzene). Reactants: COC(C([C@@](C)(C1=C(C=CC=C1)F)N)(C)C)=O ((S)-3-amino-3-(2-fluoro-phenyl)-2,2-dimethyl-butyric acid methyl ester), CNC(=S)NC(OC(C)(C)C)=O (tert-butyl [(methylamino)carbonothioyl]carbamate). The product is C(C)(C)(C)OC(NC=1N(C(C([C@@](N1)(C)C1=C(C=CC=C1)F)(C)C)=O)C)=O ([(S)-4-(2-fluoro-phenyl)-1,4,5,5-tetramethyl-6-oxo-1,4,5,6-tetrahydro-pyrimidin-2-yl]-carbamic acid tert-butyl ester). RXN SMILES: CO[C:3](=[O:17])[C:4]([CH3:16])([CH3:15])[C@:5]([NH2:14])([C:7]1[CH:12]=[CH:11][CH:10]=[CH:9][C:8]=1[F:13])[CH3:6].[CH3:18][NH:19][C:20]([NH:22][C:23](=[O:29])[O:24][C:25]([CH3:28])([CH3:27])[CH3:26])=S>>[C:25]([O:24][C:23](=[O:29])[NH:22][C:20]1[N:19]([CH3:18])[C:3](=[O:17])[C:4]([CH3:15])([CH3:16])[C@:5]([C:7]2[CH:12]=[CH:11][CH:10]=[CH:9][C:8]=2[F:13])([CH3:6])[N:14]=1)([CH3:28])([CH3:27])[CH3:26]. Procedure details: Starting from (S)-3-amino-3-(2-fluoro-phenyl)-2,2-dimethyl-butyric acid methyl ester and tert-butyl [(methylamino)carbonothioyl]carbamate, the product [(S)-4-(2-fluoro-phenyl)-1,4,5,5-tetramethyl-6-oxo-1,4,5,6-tetrahydro-pyrimidin-2-yl]-carbamic acid tert-butyl ester was obtained as a white solid. MS (ESI): m/z=364.2 [M+H]+. Reactants: CC(Br)Br, O=CN1CCCCC1, Cl, [Mg], C1CCOC1, Cc1c(Br)cccc1COC1CCCCO1. Product: Cc1c(C=O)cccc1COC1CCCCO1. Reaction SMILES: [Br:2][CH:3]([Br:4])[CH3:5].[CH:22](=[O:23])[N:24]1[CH2:25][CH2:26][CH2:27][CH2:28][CH2:29]1.[ClH:30].[Mg:1].[O:31]1[CH2:32][CH2:33][CH2:34][CH2:35]1.[O:6]1[CH:7]([O:12][CH2:13][c:14]2[c:15]([CH3:21])[c:16]([Br:20])[cH:17][cH:18][cH:19]2)[CH2:8][CH2:9][CH2:10][CH2:11]1>>[O:6]1[CH:7]([O:12][CH2:13][c:14]2[c:15]([CH3:21])[c:16]([CH:22]=[O:23])[cH:17][cH:18][cH:19]2)[CH2:8][CH2:9][CH2:10][CH2:11]1. Starting materials: 10.5, N1(C=NC=C1)C(C1=CC=C(C=C1)NC(C=CC1=CC=CC=C1)=O)C1=CC=CC=C1 (N-[4-[(1H-imidazol-1-yl)phenylmethyl]phenyl]-3-phenyl-2-propenamide), [Cl-].[Al+3].[Cl-].[Cl-] (aluminium chloride). Solvent: ClC1=CC=CC=C1 (chlorobenzene). Run at temperature 120 celsius, time 3 hour. The product is N1(C=NC=C1)C(C=1C=C2C=CC(NC2=CC1)=O)C1=CC=CC=C1 (6-[(1H-imidazol-1-yl)phenylmethyl]-2(1H) -quinolinone). The yield is 15.4%. As a reaction SMILES: [N:1]1([CH:6]([C:24]2[CH:29]=[CH:28][CH:27]=[CH:26][CH:25]=2)[C:7]2[CH:12]=[CH:11][C:10]([NH:13][C:14](=[O:23])[CH:15]=[CH:16]C3C=CC=CC=3)=[CH:9][CH:8]=2)[CH:5]=[CH:4][N:3]=[CH:2]1.[Cl-].[Al+3].[Cl-].[Cl-]>ClC1C=CC=CC=1>[N:1]1([CH:6]([C:24]2[CH:29]=[CH:28][CH:27]=[CH:26][CH:25]=2)[C:7]2[CH:12]=[C:11]3[C:10](=[CH:9][CH:8]=2)[NH:13][C:14](=[O:23])[CH:15]=[CH:16]3)[CH:5]=[CH:4][N:3]=[CH:2]1 |f:1.2.3.4|. Procedure details: To a stirred solution of 10.5 parts of N-[4-[(1H-imidazol-1-yl)phenylmethyl]phenyl]-3-phenyl-2-propenamide in 110 parts of chlorobenzene were added 18.5 parts of aluminium chloride. The reaction mixture was stirred for 3 hours at 120° C. After cooling to room temperature, the product was extracted with ethyl acetate. The extract was dried, filtered and evaporated. The residue was purified by column chromatography over silica gel using a mixture of dichloromethane and methanol (90:10 by volume) a... Starting materials: CCCCCCCCCCCCCCN, OCC1CO1. Yields the product CCCCCCCCCCCCCCNCC(O)CO. As a reaction SMILES: [CH2:1]([CH2:2][CH2:3][CH2:4][CH2:5][CH2:6][CH2:7][CH2:8][CH2:9][CH2:10][CH2:11][CH2:12][CH2:13][CH3:14])[NH2:15].[CH:16]1([CH2:17][OH:18])[CH2:19][O:20]1>>[CH2:1]([CH2:2][CH2:3][CH2:4][CH2:5][CH2:6][CH2:7][CH2:8][CH2:9][CH2:10][CH2:11][CH2:12][CH2:13][CH3:14])[NH:15][CH2:19][CH:16]([CH2:17][OH:18])[OH:20]. Reactants: NC1=C(C=C(CO)C=C1)[N+](=O)[O-] (4-amino-3-nitrobenzyl alcohol), [H][H] (hydrogen). The reagents and catalysts are [Ni] (Raney Nickel). Solvent: O1CCCC1 (tetrahydrofuran). The product is NC=1C=C(CO)C=CC1N (3,4-diaminobenzyl alcohol). Yield: 82.0%. RXN SMILES: [NH2:1][C:2]1[CH:9]=[CH:8][C:5]([CH2:6][OH:7])=[CH:4][C:3]=1[N+:10]([O-])=O.[H][H]>[Ni].O1CCCC1>[NH2:10][C:3]1[CH:4]=[C:5]([CH:8]=[CH:9][C:2]=1[NH2:1])[CH2:6][OH:7]. Procedure details: Six grams (0.035 mole) of 4-amino-3-nitrobenzyl alcohol, 95 ml. of tetrahydrofuran and 0.5 g. of Raney Nickel were hydrogenated at 40 psi at room temperature until 3 moles of hydrogen were absorbed. The catalyst was filtered and the filtrate was evaporated in vacuo to yield 4.83 g. (82 percent yield) of 3,4-diaminobenzyl alcohol, mp 74°-75° C. The reactants are C(C)C=1C=NC(=NC1)NCCCC1=CC=C(C=C1)OC (5-ethyl-N-[3-(4-methoxyphenyl)propyl]pyrimidin-2-amine), FC(OC=1C=C(CBr)C=CC1)(F)F (3-trifluoromethoxy benzyl bromide). Product: C(C)C=1C=NC(=NC1)N(CCCC1=CC=C(C=C1)O)CC1=CC(=CC=C1)OC(F)(F)F (4-(3-{(5-Ethylpyrimidin-2-yl)[3-(trifluoromethoxy)benzyl]amino}propyl)phenol). RXN SMILES: [CH2:1]([C:3]1[CH:4]=[N:5][C:6]([NH:9][CH2:10][CH2:11][CH2:12][C:13]2[CH:18]=[CH:17][C:16]([O:19]C)=[CH:15][CH:14]=2)=[N:7][CH:8]=1)[CH3:2].[F:21][C:22]([F:33])([F:32])[O:23][C:24]1[CH:25]=[C:26]([CH:29]=[CH:30][CH:31]=1)[CH2:27]Br>>[CH2:1]([C:3]1[CH:8]=[N:7][C:6]([N:9]([CH2:27][C:26]2[CH:29]=[CH:30][CH:31]=[C:24]([O:23][C:22]([F:21])([F:32])[F:33])[CH:25]=2)[CH2:10][CH2:11][CH2:12][C:13]2[CH:14]=[CH:15][C:16]([OH:19])=[CH:17][CH:18]=2)=[N:5][CH:4]=1)[CH3:2]. Procedure: Similarly prepared from 5-ethyl-N-[3-(4-methoxyphenyl)propyl]pyrimidin-2-amine and 3-trifluoromethoxy benzyl bromide. Starting materials: CCC(=O)Nc1sc(CC)cc1C(=O)c1ccccc1Cl, CCO, ClC(Cl)Cl, [K+], [OH-], O. The product is CCc1cc(C(=O)c2ccccc2Cl)c(NC)s1. RXN SMILES: [CH3:1][CH2:2][C:3](=[O:4])[NH:5][c:6]1[s:7][c:8]([CH2:20][CH3:21])[cH:9][c:10]1[C:11]([c:12]1[c:13]([Cl:18])[cH:14][cH:15][cH:16][cH:17]1)=[O:19].[CH3:24][CH2:25][OH:26].[CH:28]([Cl:29])([Cl:30])[Cl:31].[K+:23].[OH-:22].[OH2:27]>>[CH3:3][NH:5][c:6]1[s:7][c:8]([CH2:20][CH3:21])[cH:9][c:10]1[C:11]([c:12]1[c:13]([Cl:18])[cH:14][cH:15][cH:16][cH:17]1)=[O:19]. Reactants: C(C#C)(=O)OCCOCCOC (2-(2-methoxyethoxy)ethyl propiolate), C(CCC)[Li] (n-butyllithium), COC1=CC=C(C=CC=O)C=C1 (4-methoxycinnamaldehyde), [Cl-].[NH4+] (ammonium chloride). The solvent is O1CCCC1 (tetrahydrofuran), O1CCCC1 (tetrahydrofuran). Run at time 5 minute. The product is OC(C#CC(=O)OCCOCCOC)\C=C\C1=CC=C(C=C1)OC (2-(2-methoxyethoxy)ethyl (E)-4-hydroxy-6-(4-methoxyphenyl)-5-hexen-2-ynoate). Reaction SMILES: [C:1]([O:5][CH2:6][CH2:7][O:8][CH2:9][CH2:10][O:11][CH3:12])(=[O:4])[C:2]#[CH:3].C([Li])CCC.[CH3:18][O:19][C:20]1[CH:29]=[CH:28][C:23]([CH:24]=[CH:25][CH:26]=[O:27])=[CH:22][CH:21]=1.[Cl-].[NH4+]>O1CCCC1>[OH:27][CH:26](/[CH:25]=[CH:24]/[C:23]1[CH:22]=[CH:21][C:20]([O:19][CH3:18])=[CH:29][CH:28]=1)[C:3]#[C:2][C:1]([O:5][CH2:6][CH2:7][O:8][CH2:9][CH2:10][O:11][CH3:12])=[O:4] |f:3.4|. Procedure details: A solution of 1.75 g (10.2 mmol) of 2-(2-methoxyethoxy)ethyl propiolate in 20 ml of tetrahydrofuran was treated at -78° under argon with 7 ml of n-butyllithium solution (1.6M in hexane). The mixture was stirred at -78° for 5 minutes and then a solution of 1.65 g (10.2 mmol) of 4-methoxycinnamaldehyde in 25 ml of tetrahydrofuran was added within 10 minutes. The reaction mixture was stirred at -78° for 5 minutes and then treated with 50 ml of saturated ammonium chloride solution. The aqueous phase...